From a dataset of the Open Reaction Database (ORD), a public repository of structured organic reaction records. describe an organic reaction: reactants, conditions, products, and yield Starting materials: O1C(CCCC1)ONC(=O)[C@@H](C\C=C\C1=CC=CC=C1)[C@H](C(=O)NN1C(NC(C1)=O)=O)CC(C)C ((E)-2(R)-[1(S)-[(tetrahydro-2(RS)-pyranyloxy)carbamoyl]-4-phenyl-3-butenyl]-4-methyl-N-(2,4-dioxo-1-imidazolidinyl)valeramide), O.C1(=CC=C(C=C1)S(=O)(=O)O)C (p-toluenesulphonic acid monohydrate). Solvent: C(C)(=O)OCC (ethyl acetate), CO (methanol). Reaction conditions: time 3.5 hour. Product: ONC(=O)[C@@H](C\C=C\C1=CC=CC=C1)[C@H](C(=O)NN1C(NC(C1)=O)=O)CC(C)C ((E)-2(R)-[1(S)-(Hydroxycarbamoyl)-4-phenyl-3-butenyl]-4-methyl-N-(2,4-dioxo-1-imidazolidinyl)valeramide). Yield: 30.8%. RXN SMILES: O1CCCCC1[O:7][NH:8][C:9]([C@H:11]([C@@H:21]([CH2:32][CH:33]([CH3:35])[CH3:34])[C:22]([NH:24][N:25]1[CH2:29][C:28](=[O:30])[NH:27][C:26]1=[O:31])=[O:23])[CH2:12]/[CH:13]=[CH:14]/[C:15]1[CH:20]=[CH:19][CH:18]=[CH:17][CH:16]=1)=[O:10].O.C1(C)C=CC(S(O)(=O)=O)=CC=1>CO.C(OCC)(=O)C>[OH:7][NH:8][C:9]([C@H:11]([C@@H:21]([CH2:32][CH:33]([CH3:35])[CH3:34])[C:22]([NH:24][N:25]1[CH2:29][C:28](=[O:30])[NH:27][C:26]1=[O:31])=[O:23])[CH2:12]/[CH:13]=[CH:14]/[C:15]1[CH:16]=[CH:17][CH:18]=[CH:19][CH:20]=1)=[O:10] |f:1.2|. Procedure: A solution of 0.298 g of (E)-2(R)-[1(S)-[(tetrahydro-2(RS)-pyranyloxy)carbamoyl]-4-phenyl-3-butenyl]-4-methyl-N-(2,4-dioxo-1-imidazolidinyl)valeramide in 3 ml of methanol was treated with 0.030 g of p-toluenesulphonic acid monohydrate. The mixture was stirred for 3.5 hours at room temperature and then diluted with ethyl acetate and washed in sequence with 5% aqueous sodium hydrogen carbonate and saturated aqueous sodium chloride. The organic layer was dried over anhydrous magnesium sulphate and ... RXN SMILES: C(O)(C)(C)C.C(NCC)C.[Cl:11][C:12]1[N:17]=[CH:16][C:15]([C:18](=[O:20])[CH3:19])=[CH:14][CH:13]=1.Br[CH2:22][C:23]([C:25]1[CH:26]=[N:27][C:28]([Cl:31])=[CH:29][CH:30]=1)=[O:24].OS(O)(=O)=O>C1C=CC=CC=1.[Cl-].[Zn+2].[Cl-]>[Cl:11][C:12]1[N:17]=[CH:16][C:15]([C:18](=[O:20])[CH2:19][CH2:22][C:23]([C:25]2[CH:26]=[N:27][C:28]([Cl:31])=[CH:29][CH:30]=2)=[O:24])=[CH:14][CH:13]=1 |f:6.7.8|. The product is ClC1=CC=C(C=N1)C(CCC(=O)C=1C=NC(=CC1)Cl)=O (1,4-bis(6-chloropyridin-3-yl)butane-1,4-dione). Reagents/catalysts: [Cl-].[Zn+2].[Cl-] (zinc chloride). Run at time 2 hour. Solvent: C1=CC=CC=C1 (benzene). Reported procedure: The zinc chloride (3.04 g, 22.82 mmol), tert-butyl alcohol (1.576 mL, 16.71 mmol) and diethylamine (1.731 mL, 16.71 mmol) were combined in benzene (12 mL). The resulting slurry was stirred at room temperature for 2 hours until all solid dissolved. To this slurry was added 1-(6-chloropyridin-3-yl)ethanone (2.60 g, 16.71 mmol; reference: Bioorganic & Medicinal Chemistry Letters, 1998, 8, 3087-3092), followed by 2-bromo-1-(6-chloropyridin-3-yl)ethanone (2.61 g, 11.14 mmol; reference: Bioorganic & M... The yield is 84.5%. The reactants are OS(=O)(=O)O (H2SO4), C(C)(C)(C)O (tert-butyl alcohol), BrCC(=O)C=1C=NC(=CC1)Cl (2-bromo-1-(6-chloropyridin-3-yl)ethanone), C(C)NCC (diethylamine), ClC1=CC=C(C=N1)C(C)=O (1-(6-chloropyridin-3-yl)ethanone). The reactants are N1(CCCCC1)CCCC(=O)C1=CC=2CC3=CC(=CC=C3OC2C=C1)C(CCCN1CCCCC1)=O (2,7-bis(4-piperidinobutyryl)xanthene), [Cr](=O)(=O)([O-])O[Cr](=O)(=O)[O-].[Na+].[Na+] (sodium dichromate). Run in C(C)(=O)O (acetic acid). Reaction conditions: time 2 hour. The product is N1(CCCCC1)CCCC(=O)C1=CC=2C(C3=CC(=CC=C3OC2C=C1)C(CCCN1CCCCC1)=O)=O (2,7-Bis(4-piperidinobutyryl)xanthone). As a reaction SMILES: [N:1]1([CH2:7][CH2:8][CH2:9][C:10]([C:12]2[CH:25]=[CH:24][C:23]3[O:22][C:21]4[C:16](=[CH:17][C:18]([C:26](=[O:36])[CH2:27][CH2:28][CH2:29][N:30]5[CH2:35][CH2:34][CH2:33][CH2:32][CH2:31]5)=[CH:19][CH:20]=4)[CH2:15][C:14]=3[CH:13]=2)=[O:11])[CH2:6][CH2:5][CH2:4][CH2:3][CH2:2]1.[Cr](O[Cr]([O-])(=O)=O)([O-])(=O)=[O:38].[Na+].[Na+]>C(O)(=O)C>[N:1]1([CH2:7][CH2:8][CH2:9][C:10]([C:12]2[CH:25]=[CH:24][C:23]3[O:22][C:21]4[C:16](=[CH:17][C:18]([C:26](=[O:36])[CH2:27][CH2:28][CH2:29][N:30]5[CH2:31][CH2:32][CH2:33][CH2:34][CH2:35]5)=[CH:19][CH:20]=4)[C:15](=[O:38])[C:14]=3[CH:13]=2)=[O:11])[CH2:6][CH2:5][CH2:4][CH2:3][CH2:2]1 |f:1.2.3|. Reported procedure: To a solution of 9.8 g (0.025 mole) of 2,7-bis(4-piperidinobutyryl)xanthene in 300 ml of glacial acetic acid is added 9.8 g (0.033 mole) of sodium dichromate over one-half hour. The mixture is stirred for 11/2 hours, refluxed for 1 hour, then evaporated to near dryness, cooled, diluted with water and made alkaline with 28% NH4OH solution. The resulting solid is extracted with methylene chloride, chromatographed on alumina using methylene chloride as the eluant, recrystallized from heptane and dr... Starting materials: NC1CC(NC(C1)(C)C)(C)C (4- amino-2,2,6,6-tetramethylpiperidine), C=C1CC(=O)O1 (diketene). The product is C(CC(=O)C)(=O)NC1CC(NC(C1)(C)C)(C)C (4-acetoacetamido-2,2,6,6-tetramethyl-piperidine). RXN SMILES: [NH2:1][CH:2]1[CH2:7][C:6]([CH3:9])([CH3:8])[NH:5][C:4]([CH3:11])([CH3:10])[CH2:3]1.[CH2:12]=[C:13]1[O:17][C:15](=[O:16])[CH2:14]1>>[C:15]([NH:1][CH:2]1[CH2:3][C:4]([CH3:11])([CH3:10])[NH:5][C:6]([CH3:9])([CH3:8])[CH2:7]1)(=[O:16])[CH2:14][C:13]([CH3:12])=[O:17]. Procedure details: The procedure of Example (1a) was repeated using 4- amino-2,2,6,6-tetramethylpiperidine, without introducing catalyst and performing the addition of diketene at a temperature of 0° C. to 10° C.; 4-acetoacetamido-2,2,6,6-tetramethyl-piperidine was obtained in the form of a white solid which had a melting point of 115° C. The reactants are [OH-].[Na+] (sodium hydroxide), C(C)ON=C(CC)C=1C(CC(CC1O)C1=C(C=C(C=C1OC)OC)OC)=O (2-[1-(ethoxyimino)propyl]-3-hydroxy-5-(2,4,6-trimethoxyphenyl)cyclohex-2-en-1-one), C(C1=CC=CC=C1)(=O)Cl (benzoyl chloride). Run in CC(=O)C (acetone). Reaction conditions: time 5 minute. Product: C(C1=CC=CC=C1)(=O)OC1=C(C(CC(C1)C1=C(C=C(C=C1OC)OC)OC)=O)C(CC)=NOCC (3-benzoyloxy-2-[1-(ethoxyimino)propyl]-5-(2,4,6-trimethoxyphenyl)cyclohex-2-en-1-one). Yield: 74.2%. As a reaction SMILES: [OH-].[Na+].[CH2:3]([O:5][N:6]=[C:7]([C:10]1[C:11](=[O:29])[CH2:12][CH:13]([C:17]2[C:22]([O:23][CH3:24])=[CH:21][C:20]([O:25][CH3:26])=[CH:19][C:18]=2[O:27][CH3:28])[CH2:14][C:15]=1[OH:16])[CH2:8][CH3:9])[CH3:4].[C:30](Cl)(=[O:37])[C:31]1[CH:36]=[CH:35][CH:34]=[CH:33][CH:32]=1>CC(C)=O>[C:30]([O:29][C:11]1[CH2:12][CH:13]([C:17]2[C:22]([O:23][CH3:24])=[CH:21][C:20]([O:25][CH3:26])=[CH:19][C:18]=2[O:27][CH3:28])[CH2:14][C:15](=[O:16])[C:10]=1[C:7](=[N:6][O:5][CH2:3][CH3:4])[CH2:8][CH3:9])(=[O:37])[C:31]1[CH:36]=[CH:35][CH:34]=[CH:33][CH:32]=1 |f:0.1|. Procedure: Aqueous 1% sodium hydroxide solution (6.1 ml) was added to a solution of 2-[1-(ethoxyimino)propyl]-3-hydroxy-5-(2,4,6-trimethoxyphenyl)cyclohex-2-en-1-one (0.52 g; 1.40 mmole) in acetone (25 ml). The mixture was stirred at room temperature for a period of 5 minutes and then benzoyl chloride (0.21 g) was added dropwise. The mixture was stirred for a further period of 15 minutes and then the solvent was removed by evaporation under reduced pressure. The product was purified by chromatography over ... Starting materials: ClCCCl, CCOC(C)=O, CCN(C(C)C)C(C)C, ClCCl, Nc1ccc([N+](=O)[O-])cc1, On1nnc2ccccc21, C=CC(=O)O. The product is C=CC(=O)Nc1ccc([N+](=O)[O-])cc1. Reaction SMILES: [CH2:11]([Cl:12])[CH2:13][Cl:14].[CH3:42][CH2:43][O:44][C:45]([CH3:46])=[O:47].[CH:25]([N:26]([CH2:27][CH3:28])[CH:29]([CH3:30])[CH3:31])([CH3:32])[CH3:33].[Cl:39][CH2:40][Cl:41].[NH2:1][c:2]1[cH:3][cH:4][c:5]([N+:8]([O-:9])=[O:10])[cH:6][cH:7]1.[OH:15][n:16]1[c:17]2[c:18]([cH:19][cH:20][cH:21][cH:22]2)[n:23][n:24]1.[OH:34][C:35](=[O:36])[CH:37]=[CH2:38]>>[NH:1]([c:2]1[cH:3][cH:4][c:5]([N+:8]([O-:9])=[O:10])[cH:6][cH:7]1)[C:35](=[O:34])[CH:37]=[CH2:38]. The reactants are C1(\C=C\CCCCCCCCCCCC1)=O ((E)-2-cyclopentadecenone), C(C)OCC (diethyl ether), N (ammonia), [Cl-].[NH4+] (ammonium chloride). The product is CC1CCCCCCCCCCCCC(=O)C1 (muscone). As a reaction SMILES: [C:1]1(=[O:16])[CH2:15][CH2:14][CH2:13][CH2:12][CH2:11][CH2:10][CH2:9][CH2:8][CH2:7][CH2:6][CH2:5][CH2:4][CH:3]=[CH:2]1.N.[Cl-].[NH4+].[CH2:20](OCC)C>>[CH3:20][CH:14]1[CH2:15][C:1](=[O:16])[CH2:2][CH2:3][CH2:4][CH2:5][CH2:6][CH2:7][CH2:8][CH2:9][CH2:10][CH2:11][CH2:12][CH2:13]1 |f:2.3|. Procedure details: In 10 ml of dried diethyl ether was dissolved 5 mmol of (E)-2-cyclopentadecenone, and the solution was added dropwise to the above solution at -78° C. The mixture was allowed to react at that temperature for 15 hours, and 12 ml of a 1:1 (by volume) mixture of aqueous ammonia and a saturated ammonium chloride aqueous solution was added thereto. The reaction mixture was extracted with diethyl ether, and the extracted product was purified by silica gel column chromatography using hexane/ethyl aceta... The reactants are C(C)(C)(C)OC=1C=C(C2=C(N=C(S2)OC(C)C)C1)[C@H](CNC(CC1=CC=CC=C1)(C)C)O ((R)-1-(5-tert-Butoxy-2-isopropoxy-benzothiazol-7-yl)-2-(1,1-dimethyl-2-phenyl-ethylamino)-ethanol). Solvent: C(=O)O (formic acid). Yields the product CC(CC1=CC=CC=C1)(C)NC[C@H](O)C1=CC(=CC=2NC(SC21)=O)O ((R)-7-[2-(1,1-Dimethyl-2-phenyl-ethylamino)-1-hydroxy-ethyl]-5-hydroxy-3H-benzothiazol-2-one). As a reaction SMILES: C([O:5][C:6]1[CH:7]=[C:8]([C@@H:19]([OH:32])[CH2:20][NH:21][C:22]([CH3:31])([CH3:30])[CH2:23][C:24]2[CH:29]=[CH:28][CH:27]=[CH:26][CH:25]=2)[C:9]2[S:13][C:12]([O:14]C(C)C)=[N:11][C:10]=2[CH:18]=1)(C)(C)C>C(O)=O>[CH3:31][C:22]([NH:21][CH2:20][C@@H:19]([C:8]1[C:9]2[S:13][C:12](=[O:14])[NH:11][C:10]=2[CH:18]=[C:6]([OH:5])[CH:7]=1)[OH:32])([CH3:30])[CH2:23][C:24]1[CH:29]=[CH:28][CH:27]=[CH:26][CH:25]=1. Reported procedure: (R)-1-(5-tert-Butoxy-2-isopropoxy-benzothiazol-7-yl)-2-(1,1-dimethyl-2-phenyl-ethylamino)-ethanol (40 mg) is stirred in formic acid (2 ml) for 72 hours. The formic acid is removed in vacuo and the title compound is obtained by reversed phase column chromatography using a Jones Flashmaster Personal™ flash chromatography system (ISOLUTE FLASH C18, gradient elution AcCN/water 0 to 50%). MS (ES+) m/e 359.26 (MH+) LCT57144